This data is from the Open Reaction Database (ORD), a public repository of structured organic reaction records. The task is: describe an organic reaction: reactants, conditions, products, and yield Starting materials: BrCC(=O)C1=CC=C(C=C1)S(=O)C (2-bromo-4'-methylsulphinylacetophenone), ClC=1C=NC(NC1)=O (5-chloropyrimidin-2-one). The solvent is C(C)N(CC)CC (triethylamine), C(C)O (ethanol). The product is ClC=1C=NC(N(C1)CC(=O)C1=CC=C(C=C1)S(=O)C)=O (5-Chloro-1-(4-methylsulphinylphenacyl)pyrimidin-2-one). The yield is 54.6%. As a reaction SMILES: [Cl:1][C:2]1[CH:3]=[N:4][C:5](=[O:8])[NH:6][CH:7]=1.Br[CH2:10][C:11]([C:13]1[CH:18]=[CH:17][C:16]([S:19]([CH3:21])=[O:20])=[CH:15][CH:14]=1)=[O:12]>C(N(CC)CC)C.C(O)C>[Cl:1][C:2]1[CH:3]=[N:4][C:5](=[O:8])[N:6]([CH2:10][C:11]([C:13]2[CH:18]=[CH:17][C:16]([S:19]([CH3:21])=[O:20])=[CH:15][CH:14]=2)=[O:12])[CH:7]=1. Procedure details: A suspension of 5-chloropyrimidin-2-one (399 mg). and 2-bromo-4'-methylsulphinylacetophenone (784 mg) in triethylamine (1 ml) and ethanol (20 ml) was stirred at ambient temperature for one hour, when the resulting suspension was chilled in ice. The collected solid was crystallised from ethanol to give the title pyrimidinone (509 mg,); m.p. 219°-220°; λmaxEtOH 233.5 nm (ε 17920), 332 nm (ε 2060), λinf 266 nm (ε 9280). Starting materials: O=C([O-])[O-], CCCCOCN(Cc1ccccc1)C[Si](C)(C)C, ClCCl, O=C1C=CC(c2cccc(F)c2)(c2cccc(F)c2)CC1, [K+], [K+], O=C(O)C(F)(F)F. The product is O=C1CCC(c2cccc(F)c2)(c2cccc(F)c2)C2CN(Cc3ccccc3)CC12. RXN SMILES: [C:48](=[O:49])([O-:50])[O-:51].[CH2:29]([O:30][CH2:34][N:35]([CH2:36][Si:31]([CH3:32])([CH3:33])[CH3:37])[CH2:41][c:42]1[cH:43][cH:44][cH:45][cH:46][cH:47]1)[CH2:38][CH2:39][CH3:40].[Cl:54][CH2:55][Cl:56].[F:8][c:9]1[cH:10][c:11]([C:15]2([c:22]3[cH:23][c:24]([F:28])[cH:25][cH:26][cH:27]3)[CH:16]=[CH:17][C:18](=[O:21])[CH2:19][CH2:20]2)[cH:12][cH:13][cH:14]1.[K+:52].[K+:53].[OH:1][C:2]([C:3]([F:4])([F:5])[F:6])=[O:7]>>[F:8][c:9]1[cH:10][c:11]([C:15]2([c:22]3[cH:23][c:24]([F:28])[cH:25][cH:26][cH:27]3)[CH:16]3[CH:17]([C:18](=[O:21])[CH2:19][CH2:20]2)[CH2:36][N:35]([CH2:41][c:42]2[cH:43][cH:44][cH:45][cH:46][cH:47]2)[CH2:34]3)[cH:12][cH:13][cH:14]1. Reactants: CNC1CCC(CC1)=O (4-methylaminocyclohexanone), Cl.FC1=C(C=CC(=C1)F)NN (2,4-difluorophenylhydrazine hydrochloride), CS(=O)(=O)O (methanesulfonic acid). The solvent is C(C)O (ethyl alcohol). Product: CNC1CCC=2NC3=C(C=C(C=C3C2C1)F)F (3-(methylamino)-6,8-difluoro-1,2,3,4-tetrahydrocarbazole). RXN SMILES: [CH3:1][NH:2][CH:3]1[CH2:8][CH2:7][C:6](=O)[CH2:5][CH2:4]1.Cl.[F:11][C:12]1[CH:17]=[C:16]([F:18])[CH:15]=[CH:14][C:13]=1[NH:19]N.CS(O)(=O)=O>C(O)C>[CH3:1][NH:2][CH:3]1[CH2:8][C:7]2[C:14]3[C:13](=[C:12]([F:11])[CH:17]=[C:16]([F:18])[CH:15]=3)[NH:19][C:6]=2[CH2:5][CH2:4]1 |f:1.2|. Reported procedure: A solution of 3.5 g. of 4-methylaminocyclohexanone, 5.1 g. of 2,4-difluorophenylhydrazine hydrochloride, and 4 g. of methanesulfonic acid in 50 ml. of absolute ethyl alcohol was heated under reflux for four hours, cooled, and filtered. The resulting solids were washed with isopropanol and treated in chloroform with 10% potassium hydroxide solution. The chloroform extract was evaporated to dryness to give 3-(methylamino)-6,8-difluoro-1,2,3,4-tetrahydrocarbazole, m.p. 135°-138° C., which was conve... Reactants: C(C)(C)(C)OC(NC1=C(C=C(C(=C1)OCC(F)(F)F)C(F)(F)F)NC(CC(=O)C1=CC(=CC=C1)C=1C=NC(=CC1)N(C)C)=O)=O ([2-{3-[3-(6-dimethylamino-pyridin-3-yl)-phenyl]-3-oxo-propionylamino}-5-(2,2,2-trifluoro-ethoxy)-4-trifluoromethyl-phenyl]-carbamic acid tert-butyl ester), C(=O)(C(F)(F)F)O (TFA). Solvent: C(Cl)Cl (CH2Cl2). Product: CN(C1=CC=C(C=N1)C=1C=C(C=CC1)C1=NC2=C(NC(C1)=O)C=C(C(=C2)OCC(F)(F)F)C(F)(F)F)C (4-[3-(6-Dimethylamino-pyridin-3-yl)-phenyl]-7-(2,2,2-trifluoro-ethoxy)-8-trifluoromethyl-1,3-dihydro-benzo[b][1,4]diazepin-2-one), solid. The yield is 77.0%. RXN SMILES: C(OC(=O)[NH:7][C:8]1[CH:13]=[C:12]([O:14][CH2:15][C:16]([F:19])([F:18])[F:17])[C:11]([C:20]([F:23])([F:22])[F:21])=[CH:10][C:9]=1[NH:24][C:25](=[O:44])[CH2:26][C:27]([C:29]1[CH:34]=[CH:33][CH:32]=[C:31]([C:35]2[CH:36]=[N:37][C:38]([N:41]([CH3:43])[CH3:42])=[CH:39][CH:40]=2)[CH:30]=1)=O)(C)(C)C.C(O)(C(F)(F)F)=O>C(Cl)Cl>[CH3:42][N:41]([CH3:43])[C:38]1[N:37]=[CH:36][C:35]([C:31]2[CH:30]=[C:29]([C:27]3[CH2:26][C:25](=[O:44])[NH:24][C:9]4[CH:10]=[C:11]([C:20]([F:22])([F:21])[F:23])[C:12]([O:14][CH2:15][C:16]([F:19])([F:17])[F:18])=[CH:13][C:8]=4[N:7]=3)[CH:34]=[CH:33][CH:32]=2)=[CH:40][CH:39]=1. Procedure details: The title compound was prepared from [2-{3-[3-(6-dimethylamino-pyridin-3-yl)-phenyl]-3-oxo-propionylamino}-5-(2,2,2-trifluoro-ethoxy)-4-trifluoromethyl-phenyl]-carbamic acid tert-butyl ester (Example M198) (397 mg, 0.62 mmol) by treatment with TFA in CH2Cl2 according to the general procedure N. Obtained as a yellow solid (248 mg, 77%).